From a dataset of the Open Reaction Database (ORD), a public repository of structured organic reaction records. describe an organic reaction: reactants, conditions, products, and yield The reactants are NC=1N=CN(C1C(=O)N)CC1=CC=CC=C1 (4-amino-1-benzyl-5-imidazolecarboxamide), C1(CCCCC1)C(=O)Cl (cyclohexanecarbonyl chloride), C(C)(=O)Cl (acetyl chloride). The product is C1(CCCCC1)C(=O)NC=1N=CN(C1C(=O)N)CC1=CC=CC=C1 (4-cyclohexylcarbonylamino-1-benzyl-5-imidazolecarboxamide). The yield is 49.0%. RXN SMILES: [NH2:1][C:2]1[N:3]=[CH:4][N:5]([CH2:10][C:11]2[CH:16]=[CH:15][CH:14]=[CH:13][CH:12]=2)[C:6]=1[C:7]([NH2:9])=[O:8].[CH:17]1([C:23](Cl)=[O:24])[CH2:22][CH2:21][CH2:20][CH2:19][CH2:18]1.C(Cl)(=O)C>>[CH:17]1([C:23]([NH:1][C:2]2[N:3]=[CH:4][N:5]([CH2:10][C:11]3[CH:16]=[CH:15][CH:14]=[CH:13][CH:12]=3)[C:6]=2[C:7]([NH2:9])=[O:8])=[O:24])[CH2:22][CH2:21][CH2:20][CH2:19][CH2:18]1. Procedure: An amidation reaction and a post-treatment were carried out according to the conditions of Example 18, using 2.2 g (10 mmol) of 4-amino-1-benzyl-5-imidazolecarboxamide prepared in Reference Example 2 and cyclohexanecarbonyl chloride separately prepared according to a conventional method, instead of acetyl chloride, to obtain a crude crystals. The crude crystals were purified by suspension in hot methanol to obtain 1.62 g of 4-cyclohexylcarbonylamino-1-benzyl-5-imidazolecarboxamide (yield 49%). The reactants are ClC=1N=NC(=CC1)N1N=CC(=C1N)C(N)=O (3-chloro-6-(4-carbamoyl-5-amino-1-pyrazolyl)-pyridazine), CNN (methylhydrazine). Solvent: CN(C=O)C (dimethylformamide). The product is CN(N)C=1N=NC(=CC1)N1N=CC(=C1N)C#N (3-(1-methylhydrazino)-6-(4-cyano-5-amino-1-pyrazolyl)-pyridazine). As a reaction SMILES: Cl[C:2]1[N:3]=[N:4][C:5]([N:8]2[C:12]([NH2:13])=[C:11]([C:14](=O)[NH2:15])[CH:10]=[N:9]2)=[CH:6][CH:7]=1.[CH3:17][NH:18][NH2:19]>CN(C)C=O>[CH3:17][N:18]([C:2]1[N:3]=[N:4][C:5]([N:8]2[C:12]([NH2:13])=[C:11]([C:14]#[N:15])[CH:10]=[N:9]2)=[CH:6][CH:7]=1)[NH2:19]. Procedure details: A mixture of 2.2 g. (10 mmoles) of 3-chloro-6-(4-cyano-5-amino-1-pyrazolyl)-pyridazine (prepared according to Example 24), 1.38 g. (30 mmoles) of methylhydrazine and 25 ml. of dimethylformamide is heated at 120°-130° C. for 7.5 hours, and after cooling the mixture is poured onto ice. The separated crystals are filtered, washed with water and triturated with 5 ml. of hot ethanol, filtered and dried. Yield: 2.1 g. (91%); m.p.: 260° C. (with decomposition). Reactants: O=C([O-])O, O=C(Cl)c1ccccc1, CN(C)C(=O)C1CCCCN1, ClCCl, Cl, [Na+], O. Yields the product CN(C)C(=O)C1CCCCN1C(=O)c1ccccc1. Reaction SMILES: [C:13](=[O:14])([OH:15])[O-:16].[C:18]([c:19]1[cH:20][cH:21][cH:22][cH:23][cH:24]1)(=[O:25])[Cl:26].[CH3:2][N:3]([C:4](=[O:5])[CH:6]1[NH:7][CH2:8][CH2:9][CH2:10][CH2:11]1)[CH3:12].[Cl:27][CH2:28][Cl:29].[ClH:1].[Na+:17].[OH2:30]>>[CH3:2][N:3]([C:4](=[O:5])[CH:6]1[N:7]([C:18]([c:19]2[cH:20][cH:21][cH:22][cH:23][cH:24]2)=[O:25])[CH2:8][CH2:9][CH2:10][CH2:11]1)[CH3:12]. Starting materials: [H][H] (hydrogen), 61, COC=1C=CC2=C(C(C=C(O2)C(=O)O)=O)C1 (6-methoxy-4-oxo-4H-1-benzopyran-2-carboxylic acid). Reagents/catalysts: [Pd] (palladium-on-charcoal). Run in C(C)(=O)O (acetic acid). Product: 49.1, COC=1C=CC2=C(CCC(O2)C(=O)O)C1 (3,4-dihydro-6-methoxy-2H-1-benzopyran-2-carboxylic acid). Yield: 84.2%. Reaction SMILES: [CH3:1][O:2][C:3]1[CH:4]=[CH:5][C:6]2[O:11][C:10]([C:12]([OH:14])=[O:13])=[CH:9][C:8](=O)[C:7]=2[CH:16]=1.[H][H]>[Pd].C(O)(=O)C>[CH3:1][O:2][C:3]1[CH:4]=[CH:5][C:6]2[O:11][CH:10]([C:12]([OH:14])=[O:13])[CH2:9][CH2:8][C:7]=2[CH:16]=1. Reported procedure: A mixture of 61 parts of 6-methoxy-4-oxo-4H-1-benzopyran-2-carboxylic acid and 500 parts of acetic acid was hydrogenated at normal pressure and at room temperature with 5 parts of palladium-on-charcoal catalyst 10%. After the calculated amount of hydrogen was taken up, the catalyst was filtered off and the filtrate was evaporated. The residue was stirred in petroleumether. The product was filtered off and dried in vacuo at about 65° C., yielding 49.1 parts (84.2%) of 3,4-dihydro-6-methoxy-2H-1-b... The reactants are C1(=CC=CC=C1)C1C2C=CC(C2)C12NC(CC2)=S (3-phenyl-spiro[bicyclo[2.2.1]-hept-5-ene-2,2'-pyrrolidine]-5'-thione), CI (methyl iodide). The solvent is CC(=O)C (acetone). Product: I.CSC=1CCC2(N1)C1C=CC(C2C2=CC=CC=C2)C1 (5'-Methylthio-3-phenyl-spiro[bicyclo[2.2.1]-hept-5-ene 2,2'-5-pyrroline] hydriodide). Reaction SMILES: [C:1]1([CH:7]2[C:13]3([CH2:17][CH2:16][C:15](=[S:18])[NH:14]3)[CH:11]3[CH2:12][CH:8]2[CH:9]=[CH:10]3)[CH:6]=[CH:5][CH:4]=[CH:3][CH:2]=1.[CH3:19][I:20]>CC(C)=O>[IH:20].[CH3:19][S:18][C:15]1[CH2:16][CH2:17][C:13]2([CH:7]([C:1]3[CH:2]=[CH:3][CH:4]=[CH:5][CH:6]=3)[CH:8]3[CH2:12][CH:11]2[CH:10]=[CH:9]3)[N:14]=1 |f:3.4|. Procedure: 6 mmoles of 3-phenyl-spiro[bicyclo[2.2.1]-hept-5-ene-2,2'-pyrrolidine]-5'-thione are dissolved in 30 ml of acetone, 1 ml of methyl iodide is added and the mixture is refluxed for 10 minutes. After cooling, the precipitate is filtered off. The crystalline compound, which is pure according to a thin layer chromatogram, is further processed immediately. Starting materials: C(C)(=O)C1(CC1)CCC(=O)OC (methyl 3-(1-acetylcyclopropyl)propionate), [H-].[Na+] (sodium hydride). Run in O1CCCC1 (tetrahydrofuran), CN(C=O)C (dimethylformamide). Reaction conditions: temperature 70 celsius, time 1 hour. Yields the product C1CC12C(CC(CC2)=O)=O (spiro[2.5]octane-4,6-dione). RXN SMILES: [C:1]([C:4]1([CH2:7][CH2:8][C:9]([O:11]C)=O)[CH2:6][CH2:5]1)(=[O:3])[CH3:2].[H-].[Na+]>O1CCCC1.CN(C)C=O>[CH2:5]1[C:4]2([CH2:7][CH2:8][C:9](=[O:11])[CH2:2][C:1]2=[O:3])[CH2:6]1 |f:1.2|. Reported procedure: 74.5 g of methyl 3-(1-acetylcyclopropyl)propionate (0.32 mol) are dissolved in 1 l of tetrahydrofuran and the solution is treated portionwise with 14.3 g of sodium hydride (55% suspension in oil, 0.32 mol) at room temperature. After 1 hour, the reaction mixture is diluted with 200 ml of dimethylformamide and warmed to 70° C. After 8 hours, tetrahydrofuran is removed in vacuo, and the residue is poured into 2 N hydrochloric acid and extracted with diethyl ether. The organic phase is dried over so...